This data is from the Open Reaction Database (ORD), a public repository of structured organic reaction records. The task is: describe an organic reaction: reactants, conditions, products, and yield Reactants: C(C)(C)(C)OC(=O)N1[C@@H](CCCC1)CNC1=NC2=CC(=C(C=C2N=C1)F)F ((S)-2-[(6,7-Difluoroquinoxalin-2-ylamino)methyl]-piperidine-1-carboxylic acid tert butyl ester). Run in FC(C(=O)O)(F)F (trifluoroacetic acid). Conditions: time 3 hour. Yields the product FC=1C=C2N=CC(=NC2=CC1F)NC[C@H]1NCCCC1 ((S)-2-[(6,7-Difluoroquinoxalin-2-ylamino)methyl]-piperidine), foam. As a reaction SMILES: C(OC([N:8]1[CH2:13][CH2:12][CH2:11][CH2:10][C@H:9]1[CH2:14][NH:15][C:16]1[CH:25]=[N:24][C:23]2[C:18](=[CH:19][C:20]([F:27])=[C:21]([F:26])[CH:22]=2)[N:17]=1)=O)(C)(C)C>FC(F)(F)C(O)=O>[F:26][C:21]1[CH:22]=[C:23]2[C:18](=[CH:19][C:20]=1[F:27])[N:17]=[C:16]([NH:15][CH2:14][C@@H:9]1[CH2:10][CH2:11][CH2:12][CH2:13][NH:8]1)[CH:25]=[N:24]2. Reported procedure: (S)-2-[(6,7-Difluoroquinoxalin-2-ylamino)methyl]-piperidine-1-carboxylic acid tert butyl ester (0.460 g) was dissolved in trifluoroacetic acid (10 ml) and stirred at room temperature for 3 hours. The solution was then evaporated and the residue chromatographed over silica gel, eluting with 0 to 10% (9:1 methanol-concentrated ammonia solution) in dichloromethane. The title compound was obtained as a pale yellow foam (0.286 g), MH+ 279.